This data is from the Open Reaction Database (ORD), a public repository of structured organic reaction records. The task is: describe an organic reaction: reactants, conditions, products, and yield Reactants: C(C1=CC=CC=C1)N1C(CC1)CNC(=O)OC(C)(C)C (1-benzyl-2-[(t-butoxycarbonylamino)methyl]azetidine), C(C)(=O)O (acetic acid), [H][H] (hydrogen). Reagents/catalysts: [Pd] (palladium on carbon). Run in O1CCCC1 (tetrahydrofuran). Product: C(C)(C)(C)OC(=O)NCC1NCC1 (2-[(t-Butoxycarbonylamino)methyl]azetidine). Isolated yield 92.4%. RXN SMILES: C([N:8]1[CH2:11][CH2:10][CH:9]1[CH2:12][NH:13][C:14]([O:16][C:17]([CH3:20])([CH3:19])[CH3:18])=[O:15])C1C=CC=CC=1.C(O)(=O)C.[H][H]>[Pd].O1CCCC1>[C:17]([O:16][C:14]([NH:13][CH2:12][CH:9]1[CH2:10][CH2:11][NH:8]1)=[O:15])([CH3:20])([CH3:18])[CH3:19]. Reported procedure: A suspension of 18.8 g (68.0 mmol) of 1-benzyl-2-[(t-butoxycarbonylamino)methyl]azetidine, 8.2 g (137 mmol) of acetic acid, 1.0 g of 20% palladium on carbon and 200 ml of tetrahydrofuran was shaken in a hydrogen atmosphere at pressures of 48.3-51.7 psi and temperatures of 21.5°-27° for 16 hours. The catalyst was removed by filtration and the solvent was removed. in vacuo to give 11.7 g (92%) of the title compound as a colorless viscous oil which was used without further purification.